This data is from the Open Reaction Database (ORD), a public repository of structured organic reaction records. The task is: describe an organic reaction: reactants, conditions, products, and yield Reactants: BrC1=C(OCCO)C(=CC(=C1Cl)CC1=CC=C(C=C1)CC)C1O[C@@H]([C@H]([C@@H]([C@H]1OCC1=CC=CC=C1)OCC1=CC=CC=C1)OCC1=CC=CC=C1)COCC1=CC=CC=C1 (2-(2-Bromo-3-chloro-4-(4-ethylbenzyl)-6-((3S,4R,5R,6R)-3,4,5-tris(benzyloxy)-6-(benzyloxymethyl)tetrahydro-2H-pyran-2-yl)phenoxy)ethanol), C1(=CC=CC=C1)P(C1=CC=CC=C1)C1=CC=CC=C1 (triphenylphosphine), C(Cl)(Cl)(Cl)Cl (CCl4). Reaction conditions: temperature 55 celsius, time 2 hour. Yields the product C(C1=CC=CC=C1)O[C@@H]1[C@H](OC([C@@H]([C@H]1OCC1=CC=CC=C1)OCC1=CC=CC=C1)C1=C(C(=C(C(=C1)CC1=CC=C(C=C1)CC)Cl)Br)OCCCl)COCC1=CC=CC=C1 ((2R,3R,4R,5S)-3,4,5-Tris(benzyloxy)-2-(benzyloxymethyl)-6-(3-bromo-4-chloro-2-(2-chloroethoxy)-5-(4-ethylbenzyl)phenyl)tetrahydro-2H-pyran). Isolated yield 52.0%. As a reaction SMILES: [Br:1][C:2]1[C:11]([Cl:12])=[C:10]([CH2:13][C:14]2[CH:19]=[CH:18][C:17]([CH2:20][CH3:21])=[CH:16][CH:15]=2)[CH:9]=[C:8]([CH:22]2[C@H:27]([O:28][CH2:29][C:30]3[CH:35]=[CH:34][CH:33]=[CH:32][CH:31]=3)[C@@H:26]([O:36][CH2:37][C:38]3[CH:43]=[CH:42][CH:41]=[CH:40][CH:39]=3)[C@H:25]([O:44][CH2:45][C:46]3[CH:51]=[CH:50][CH:49]=[CH:48][CH:47]=3)[C@@H:24]([CH2:52][O:53][CH2:54][C:55]3[CH:60]=[CH:59][CH:58]=[CH:57][CH:56]=3)[O:23]2)[C:3]=1[O:4][CH2:5]CO.C1(P(C2C=CC=CC=2)C2C=CC=CC=2)C=CC=CC=1.[C:80]([Cl:84])(Cl)(Cl)Cl>>[CH2:45]([O:44][C@H:25]1[C@H:26]([O:36][CH2:37][C:38]2[CH:39]=[CH:40][CH:41]=[CH:42][CH:43]=2)[C@@H:27]([O:28][CH2:29][C:30]2[CH:35]=[CH:34][CH:33]=[CH:32][CH:31]=2)[CH:22]([C:8]2[CH:9]=[C:10]([CH2:13][C:14]3[CH:15]=[CH:16][C:17]([CH2:20][CH3:21])=[CH:18][CH:19]=3)[C:11]([Cl:12])=[C:2]([Br:1])[C:3]=2[O:4][CH2:5][CH2:80][Cl:84])[O:23][C@@H:24]1[CH2:52][O:53][CH2:54][C:55]1[CH:56]=[CH:57][CH:58]=[CH:59][CH:60]=1)[C:46]1[CH:51]=[CH:50][CH:49]=[CH:48][CH:47]=1. Procedure details: To a solution of the intermediate 33 (3.04 g, 3.41 mmol) were added triphenylphosphine (2.23 g, 8.52 mmol) and CCl4 (3.7 mL). After stirring for 2 h at 55° C., the solvent was evaporated off. The residue was dissolved in EtOAc (100 mL), washed with saturated NaHCO3 solution, dried over anhydrous MgSO4, filtered and concentrated in vacuo. The residue was purified by silica gel column chromatography to provide the compound 34 (1.62 g, 1.78 mmol, 52%). Starting materials: CC(O)=S, CCOC(=O)CCCn1nncc1C=C1CN(C(c2ccccc2)(c2ccccc2)c2ccccc2)CCC1O, CN(C)C(OCC(C)(C)C)OCC(C)(C)C, CN(C)C=O, [Cl-], [Na+]. Product: CCOC(=O)CCCn1nncc1C=C1CN(C(c2ccccc2)(c2ccccc2)c2ccccc2)CCC1SC(C)=O. RXN SMILES: [C:57]([CH3:58])(=[S:59])[OH:60].[CH2:1]([CH3:2])[O:3][C:4](=[O:5])[CH2:6][CH2:7][CH2:8][n:9]1[n:10][n:11][cH:12][c:13]1[CH:14]=[C:15]1[CH2:16][N:17]([C:22]([c:23]2[cH:24][cH:25][cH:26][cH:27][cH:28]2)([c:29]2[cH:30][cH:31][cH:32][cH:33][cH:34]2)[c:35]2[cH:36][cH:37][cH:38][cH:39][cH:40]2)[CH2:18][CH2:19][CH:20]1[OH:21].[CH2:41]([O:42][CH:43]([O:44][CH2:45][C:46]([CH3:47])([CH3:48])[CH3:49])[N:50]([CH3:51])[CH3:52])[C:53]([CH3:54])([CH3:55])[CH3:56].[CH3:63][N:64]([CH3:65])[CH:66]=[O:67].[Cl-:62].[Na+:61]>>[CH2:1]([CH3:2])[O:3][C:4](=[O:5])[CH2:6][CH2:7][CH2:8][n:9]1[n:10][n:11][cH:12][c:13]1[CH:14]=[C:15]1[CH2:16][N:17]([C:22]([c:23]2[cH:24][cH:25][cH:26][cH:27][cH:28]2)([c:29]2[cH:30][cH:31][cH:32][cH:33][cH:34]2)[c:35]2[cH:36][cH:37][cH:38][cH:39][cH:40]2)[CH2:18][CH2:19][CH:20]1[S:59][C:57]([CH3:58])=[O:60]. Starting materials: IC1=CN(C2=CC(=CC=C12)C(=O)OC)C(=O)OC(C)(C)C (1-tert-butyl 6-methyl 3-iodo-1H-indole-1,6-dicarboxylate), C1(=CC=CC=C1)B(O)O (phenyl boronic acid), COC=1C=CC=C(C1C=2C=CC=CC2P(C3CCCCC3)C4CCCCC4)OC (Sphos), [O-]P(=O)([O-])[O-].[K+].[K+].[K+] (K3PO4). The reagents and catalysts are CC(=O)[O-].CC(=O)[O-].[Pd+2] (Pd(OAc)2). The solvent is C1(=CC=CC=C1)C (toluene). Conditions: time 2 minute. The product is C1(=CC=CC=C1)C1=CN(C2=CC(=CC=C12)C(=O)OC)C(=O)OC(C)(C)C (1-tert-Butyl 6-methyl 3-phenyl-1H-indole-1,6-dicarboxylate). RXN SMILES: I[C:2]1[C:10]2[C:5](=[CH:6][C:7]([C:11]([O:13][CH3:14])=[O:12])=[CH:8][CH:9]=2)[N:4]([C:15]([O:17][C:18]([CH3:21])([CH3:20])[CH3:19])=[O:16])[CH:3]=1.[C:22]1(B(O)O)[CH:27]=[CH:26][CH:25]=[CH:24][CH:23]=1.COC1C=CC=C(OC)C=1C1C=CC=CC=1P(C1CCCCC1)C1CCCCC1.[O-]P([O-])([O-])=O.[K+].[K+].[K+]>C1(C)C=CC=CC=1.CC([O-])=O.CC([O-])=O.[Pd+2]>[C:22]1([C:2]2[C:10]3[C:5](=[CH:6][C:7]([C:11]([O:13][CH3:14])=[O:12])=[CH:8][CH:9]=3)[N:4]([C:15]([O:17][C:18]([CH3:21])([CH3:20])[CH3:19])=[O:16])[CH:3]=2)[CH:27]=[CH:26][CH:25]=[CH:24][CH:23]=1 |f:3.4.5.6,8.9.10|. Procedure: A mixture of 1-tert-butyl 6-methyl 3-iodo-1H-indole-1,6-dicarboxylate 11a (5.02 mmol, 2.016 g), phenylboronic acid 10b (7.53 mmol, 0.92 g), Pd(OAc)2 (0.402 mmol, 90 mg), Sphos 0.904 mmol, (0.37 g), and K3PO4 (10.1 mmol, 2.13 g) in toluene (10 mL) in sealed reaction vial was stirred at room temperature for 2 min and then heated at 90° C. under N2 for 4 h. The reaction mixture was quenched with EtOAc and water. The organic layer was concentrated and purified by flash column chromatography (silica ... Reactants: ClC=1C(=CC2=C(N=C(O2)C)C1)C1=CC=C(C=C1)N (4-(5-chloro-2-methylbenzoxazol-6-yl)phenylamine), FC1=C(C(=O)O)C=CN=C1 (3-fluoroisonicotinic acid), ClC1=NC(=NC(=N1)OC)OC (2-chloro-4,6-dimethoxy-1,3,5-triazine), CN1CCOCC1 (N-methyl morpholine), C(=O)(O)[O-].[Na+].CC(OCC)=O (NaHCO3 EA). The solvent is C(Cl)Cl (DCM). Run at time 8 hour. The product is ClC=1C(=CC2=C(N=C(O2)C)C1)C=1C=CC=C(C1)NC(=O)C1=C(C=NC=C1)F (N-[5-(5-chloro-2-methylbenzoxazol-6-yl)phenyl](3-fluoro(4-pyridyl))carboxamide). The yield is 95.7%. As a reaction SMILES: [F:1][C:2]1[CH:10]=[N:9][CH:8]=[CH:7][C:3]=1[C:4]([OH:6])=O.ClC1N=C(OC)N=C(OC)[N:13]=1.CN1CCOCC1.[Cl:29][C:30]1[C:31]([C:40]2[CH:45]=[CH:44][C:43](N)=[CH:42][CH:41]=2)=[CH:32][C:33]2[O:37][C:36]([CH3:38])=[N:35][C:34]=2[CH:39]=1.C([O-])(O)=O.[Na+].CC(=O)OCC>C(Cl)Cl>[Cl:29][C:30]1[C:31]([C:40]2[CH:45]=[CH:44][CH:43]=[C:42]([NH:13][C:4]([C:3]3[CH:7]=[CH:8][N:9]=[CH:10][C:2]=3[F:1])=[O:6])[CH:41]=2)=[CH:32][C:33]2[O:37][C:36]([CH3:38])=[N:35][C:34]=2[CH:39]=1 |f:4.5.6|. Reported procedure: A suspension of 3-fluoroisonicotinic acid (20 mg, 0.14 mmol), 2-chloro-4,6-dimethoxy-1,3,5-triazine (CDMT) (28 mg, 0.16 mmol) and 40 μl N-methyl morpholine in 1 ml DCM was stirred at r.t. for 1 h before addition of 56 (20 mg, 0.078 mmol). The resulting reaction mixture was stirred at r.t. for overnight. The reaction mixture was worked up with aq. NaHCO3/EA. Org. phase was washed with brine, concentrated, subjected to silica flash column chromatography to furnish 28.5 mg title compound 60 as off-...